Dataset: the Open Reaction Database (ORD), a public repository of structured organic reaction records. Task: describe an organic reaction: reactants, conditions, products, and yield The reactants are [BH3-]C#N, CCO, [Na+], O, Oc1ccc2c(c1)CCNC2, Cc1ccccc1S(=O)(=O)O, O=Cc1cccs1. Product: Oc1ccc2c(c1)CCN(Cc1cccs1)C2. As a reaction SMILES: [C:1]([BH3-:2])#[N:3].[CH3:35][CH2:36][OH:37].[Na+:4].[OH2:23].[OH:5][c:6]1[cH:7][c:8]2[c:13]([cH:14][cH:15]1)[CH2:12][NH:11][CH2:10][CH2:9]2.[c:24]1([CH3:25])[c:26]([S:27]([OH:28])(=[O:29])=[O:30])[cH:31][cH:32][cH:33][cH:34]1.[s:16]1[c:17]([CH:21]=[O:22])[cH:18][cH:19][cH:20]1>>[OH:5][c:6]1[cH:7][c:8]2[c:13]([cH:14][cH:15]1)[CH2:12][N:11]([CH2:21][c:17]1[s:16][cH:20][cH:19][cH:18]1)[CH2:10][CH2:9]2.